This data is from the Open Reaction Database (ORD), a public repository of structured organic reaction records. The task is: describe an organic reaction: reactants, conditions, products, and yield Starting materials: CN(C)CCN, COc1cc2c(c3c1c(=O)c1cc4ccccc4cc1n3C)C=CC(C)(C)O2. Yields the product CN(C)CCNc1cc2c(c3c1c(=O)c1cc4ccccc4cc1n3C)C=CC(C)(C)O2. Reaction SMILES: [CH3:1][N:2]([CH2:3][CH2:4][NH2:5])[CH3:6].[CH3:7][O:8][c:9]1[cH:10][c:11]2[c:12]([c:13]3[n:14]([CH3:28])[c:15]4[cH:16][c:17]5[c:18]([cH:19][c:20]4[c:21](=[O:23])[c:22]13)[cH:24][cH:25][cH:26][cH:27]5)[CH:29]=[CH:30][C:31]([CH3:33])([CH3:34])[O:32]2>>[CH3:1][N:2]([CH2:3][CH2:4][NH:5][c:9]1[cH:10][c:11]2[c:12]([c:13]3[n:14]([CH3:28])[c:15]4[cH:16][c:17]5[c:18]([cH:19][c:20]4[c:21](=[O:23])[c:22]13)[cH:24][cH:25][cH:26][cH:27]5)[CH:29]=[CH:30][C:31]([CH3:33])([CH3:34])[O:32]2)[CH3:6]. Starting materials: CN1CCN(CC1)C(=O)N.ClC=1C=C(C=CC1Cl)C1(CN(CC1)C(C1=CC(=C(C(=C1)OC)OC)OC)=O)CCN1CCC(CC1)(C(=O)O)C1=CC=CC=C1 (1-[2-[3-(3,4-dichloro-phenyl)-1-(3,4,5-trimethoxy-benzoyl)-pyrrolidin-3-yl]-ethyl]-4-phenyl-piperidine-4-carboxylic acid 4-methylpiperazine-amide), Cl (hydrochloric acid). Run in ClCCl (dichloromethane), ClCCl (dichloromethane). Reaction conditions: time 1 hour. Product: Cl.CN1CCN(CC1)C(=O)N.ClC=1C=C(C=CC1Cl)C1(CN(CC1)C(C1=CC(=C(C(=C1)OC)OC)OC)=O)CCN1CCC(CC1)(C(=O)O)C1=CC=CC=C1 (1-[2-[3-(3,4-dichloro-phenyl)-1-(3,4,5-trimethoxy-benzoyl)-pyrrolidin-3-yl]-ethyl]-4-phenyl-piperidine-4-carboxylic acid 4-methylpiperazine-amide hydrochloride). RXN SMILES: [CH3:1][N:2]1[CH2:7][CH2:6][N:5]([C:8]([NH2:10])=[O:9])[CH2:4][CH2:3]1.[Cl:11][C:12]1[CH:13]=[C:14]([C:19]2([CH2:38][CH2:39][N:40]3[CH2:45][CH2:44][C:43]([C:49]4[CH:54]=[CH:53][CH:52]=[CH:51][CH:50]=4)([C:46]([OH:48])=[O:47])[CH2:42][CH2:41]3)[CH2:23][CH2:22][N:21]([C:24](=[O:37])[C:25]3[CH:30]=[C:29]([O:31][CH3:32])[C:28]([O:33][CH3:34])=[C:27]([O:35][CH3:36])[CH:26]=3)[CH2:20]2)[CH:15]=[CH:16][C:17]=1[Cl:18].Cl>ClCCl>[ClH:11].[CH3:1][N:2]1[CH2:7][CH2:6][N:5]([C:8]([NH2:10])=[O:9])[CH2:4][CH2:3]1.[Cl:11][C:12]1[CH:13]=[C:14]([C:19]2([CH2:38][CH2:39][N:40]3[CH2:45][CH2:44][C:43]([C:49]4[CH:54]=[CH:53][CH:52]=[CH:51][CH:50]=4)([C:46]([OH:48])=[O:47])[CH2:42][CH2:41]3)[CH2:23][CH2:22][N:21]([C:24](=[O:37])[C:25]3[CH:30]=[C:29]([O:31][CH3:32])[C:28]([O:33][CH3:34])=[C:27]([O:35][CH3:36])[CH:26]=3)[CH2:20]2)[CH:15]=[CH:16][C:17]=1[Cl:18] |f:0.1,4.5.6|. Reported procedure: Dissolve 1-[2-[3-(3,4-dichloro-phenyl)-1-(3,4,5-trimethoxy-benzoyl)-pyrrolidin-3-yl]-ethyl]-4-phenyl-piperidine-4-carboxylic acid 4-methylpiperazine-amide (1.96 g, 2.71 mmol) in dichloromethane (20 mL). This solution was combined with a saturated solution of hydrochloric acid in dichloromethane (20 mL) and the mixture was stirred for 1 hour. The reaction mixture was evaporated in vacuo and hexane was added. This mixture was evaporated in vacuo and diethyl ether was added. The diethyl ether mixtu... The reactants are CC1=NC=CC(=C1)Br (2-methyl-4-bromopyridine), C(OCC)(OCC)=O (diethyl carbonate). Product: BrC1=CC(=NC=C1)CC(=O)OCC (ethyl 2-(4-bromopyridin-2-yl)acetate). As a reaction SMILES: [CH3:1][C:2]1[CH:7]=[C:6]([Br:8])[CH:5]=[CH:4][N:3]=1.[C:9](=O)([O:13]CC)[O:10][CH2:11][CH3:12]>>[Br:8][C:6]1[CH:5]=[CH:4][N:3]=[C:2]([CH2:1][C:9]([O:10][CH2:11][CH3:12])=[O:13])[CH:7]=1. Procedure: Scheme 15 illustrates a synthesis of the indolizine-1-carboxylate ring system. In a similar manner to that in the literature (Parrick J, et al. J. Chem. Research (Synopses) 1990; 64-65), 2-methyl-4-bromopyridine may be deprotonated and treated with diethyl carbonate to give ethyl 2-(4-bromopyridin-2-yl)acetate (84). The ester (84) may then be treated with a bromoacetophenone (e.g. 2-bromo-1-(4-methoxyphenyl)ethanone) to give the indolizine ring system (85). The ester may be converted to the carb...